Dataset: the Open Reaction Database (ORD), a public repository of structured organic reaction records. Task: describe an organic reaction: reactants, conditions, products, and yield Reactants: filtrate, CC1(C=2C=CC(=CC2C(CC1)(C)C)C(=O)NC1=CC=C(C=C1)C(C(=O)OCC)(F)F)C (Ethyl 2-(4-(5,6,7,8-tetrahydro-5,5,8,8-tetramethylnaphthalene-2-carboxamido)phenyl)-2,2-difluoroacetate), Cl (HCl), Cl.NO (Hydroxylamine hydrochloride), solution B, [K] (Potassium). The solvent is CO (methanol), CO (methanol), CO (methanol). Conditions: temperature 45 celsius, time 10 minute. Product: ONC(=O)C(C1=CC=C(C=C1)NC(=O)C1=CC=2C(CCC(C2C=C1)(C)C)(C)C)(F)F (N-(4-((Hydroxycarbamoyl)difluoromethyl)phenyl)-5,6,7,8-tetrahydro-5,5,8,8-tetramethylnaphthalene-2-carboxamide). Yield: 97.0%. RXN SMILES: Cl.[NH2:2][OH:3].[K].[CH3:5][C:6]1([CH3:35])[CH2:15][CH2:14][C:13]([CH3:17])([CH3:16])[C:12]2[CH:11]=[C:10]([C:18]([NH:20][C:21]3[CH:26]=[CH:25][C:24]([C:27]([F:34])([F:33])[C:28]([O:30]CC)=O)=[CH:23][CH:22]=3)=[O:19])[CH:9]=[CH:8][C:7]1=2.Cl>CO>[OH:3][NH:2][C:28]([C:27]([F:33])([F:34])[C:24]1[CH:23]=[CH:22][C:21]([NH:20][C:18]([C:10]2[CH:9]=[CH:8][C:7]3[C:6]([CH3:5])([CH3:35])[CH2:15][CH2:14][C:13]([CH3:16])([CH3:17])[C:12]=3[CH:11]=2)=[O:19])=[CH:26][CH:25]=1)=[O:30] |f:0.1,^1:3|. Reported procedure: Hydroxylamine hydrochloride (2.34 g, 33.7 mmol) was dissolved in methanol (12 mL) at 45° C. for 10 min in a 50 mL round bottom flask. B) Potassium hydroxyde (2.81 g, 50.0 mmol) was dissolved in methanol (7 mL) at 45° C. for 10 min in 25 mL round bottom flask. The solution B) was added in A) at 45° C. This mixture was stirred at 45° C. for 10 min and cooled to RT. The mixture was filtered and 5 mL of the filtrate were added at RT via syringe to a solution of ethyl 2-(4-(5,6,7,8-tetrahydro-5,5,8,8... The reactants are C(C)(=O)OCC (ethyl acetate), C(C)(=O)NCCC1CCCC2=CC=C(C=C12)OC (1-[2-(acetylamino)ethyl]-7-methoxy-1,2,3,4-tetrahydronaphthalene), O (water), B(Br)(Br)Br (boron tribromide). Run in ClCCl (dichloromethane). Reaction conditions: time 50 minute. Yields the product C(C)(=O)NCCC1CCCC2=CC=C(C=C12)O (1-[2-(Acetylamino)ethyl]-7-hydroxy-1,2,3,4-tetrahydronaphthalene). Yield: 52.0%. As a reaction SMILES: [C:1]([NH:4][CH2:5][CH2:6][CH:7]1[C:16]2[C:11](=[CH:12][CH:13]=[C:14]([O:17]C)[CH:15]=2)[CH2:10][CH2:9][CH2:8]1)(=[O:3])[CH3:2].B(Br)(Br)Br.O.C(OCC)(=O)C>ClCCl>[C:1]([NH:4][CH2:5][CH2:6][CH:7]1[C:16]2[C:11](=[CH:12][CH:13]=[C:14]([OH:17])[CH:15]=2)[CH2:10][CH2:9][CH2:8]1)(=[O:3])[CH3:2]. Procedure: To a solution of 1-[2-(acetylamino)ethyl]-7-methoxy-1,2,3,4-tetrahydronaphthalene (3.14 g, 12.7 mmol) in dichloromethane (70 ml) was added dropwise, under ice-cooling, boron tribromide (6.4 g, 25.4 mmol). The reaction mixture was stirred for 50 minutes at room temperature, which was poured into water. The organic layer was subjected to extraction with chloroform. The extract solution was washed with brine and water, which was dried over anhydrous magnesium sulfate, followed by distilling off the... Starting materials: O=C1CSCC1C(=O)OC (methyl 3-keto-1,5-dihydrothiophene-4-carboxylate), C1(=CC=C(C=C1)S(=O)(=O)O)C (p-toluenesulfonic acid). Run in C(C)O (ethanol). Product: O=C1CSCC1C(=O)OCC (ethyl 3-keto-1,5-dihydrothiophene-4-carboxylate). As a reaction SMILES: [O:1]=[C:2]1[CH:6]([C:7]([O:9][CH3:10])=[O:8])[CH2:5][S:4][CH2:3]1.[C:11]1(C)C=CC(S(O)(=O)=O)=CC=1>C(O)C>[O:1]=[C:2]1[CH:6]([C:7]([O:9][CH2:10][CH3:11])=[O:8])[CH2:5][S:4][CH2:3]1. Procedure: 20 parts by weight of methyl 3-keto-1,5-dihydrothiophene-4-carboxylate, 57.8 parts by weight of ethanol and 1 part by weight of p-toluenesulfonic acid are refluxed for 50 hours, and the mixture is then distilled. 17.1 parts by weight of ethyl 3-keto-1,5-dihydrothiophene-4-carboxylate of melting point 106°-109° C./1.3 mbar are obtained. Starting materials: C(CCC)C1=NC(=NN1)CNC(=O)OC(C)(C)C (5-butyl-3-tert-butoxycarbonylaminomethyl-1H-1,2,4-triazole), N=C(C(=O)OCC)CCCC (ethyl iminocaproate). The solvent is CO (methanol). Product: C(CCCC)C1=NC(=NN1)CNC(=O)OC(C)(C)C (5-pentyl-3-tert-butoxycarbonylaminomethyl-1H-1,2,4-triazole). Reaction SMILES: [CH2:1]([C:5]1[NH:9][N:8]=[C:7]([CH2:10][NH:11][C:12]([O:14][C:15]([CH3:18])([CH3:17])[CH3:16])=[O:13])[N:6]=1)[CH2:2][CH2:3][CH3:4].N=[C:20](CCCC)C(OCC)=O>CO>[CH2:1]([C:5]1[NH:9][N:8]=[C:7]([CH2:10][NH:11][C:12]([O:14][C:15]([CH3:17])([CH3:16])[CH3:18])=[O:13])[N:6]=1)[CH2:2][CH2:3][CH2:4][CH3:20]. Procedure: Under nitrogen, a solution of 18.9 g (100 mmol) of N-Boc glycine hydrazide (from step 2 of Example 3) in 100 mL of methanol is treated with 14.3 g (100 mmol) of ethyl iminocaproate [P. Reynaud and R. C. Moreau, Bull. Soc. Chim. France, 2997 (1964)]. The reaction is stirred at reflux overnight and concentrated in vacuo. Purification by silica gel chromatography (Waters Prep-500A) gives 5-pentyl-3-tert-butoxycarbonylaminomethyl-1H-1,2,4-triazole. Reactants: CCO, NN, O, COC(=O)c1ccc(CO)cc1. The product is NNC(=O)c1ccc(CO)cc1. Reaction SMILES: [CH3:16][CH2:17][OH:18].[NH2:14][NH2:15].[OH2:13].[OH:1][CH2:2][c:3]1[cH:4][cH:5][c:6]([C:7](=[O:8])[O:9][CH3:10])[cH:11][cH:12]1>>[OH:1][CH2:2][c:3]1[cH:4][cH:5][c:6]([C:7](=[O:8])[NH:14][NH2:15])[cH:11][cH:12]1. Reactants: Cl.NC1CCN(CC1)C=1C=C(C(=O)N)C=C(N1)Cl (2-(4-aminopiperidin-1-yl)-6-chloroisonicotinamide hydrochloride), ClC=1C(=C(NC1C)C(=O)O)C (4-chloro-3,5-dimethyl-1H-pyrrole-2-carboxylic acid), Cl.NC1CCN(CC1)C=1C=C(C(=O)N)C=C(N1)Cl (2-(4-aminopiperidin-1-yl)-6-chloroisonicotinamide hydrochloride), ClC=1C(=C(NC1C)C(=O)O)C (4-chloro-3,5-dimethyl-1H-pyrrole-2-carboxylic acid). The product is ClC=1C=C(C(=O)N)C=C(N1)N1CCC(CC1)NC(=O)C=1NC(=C(C1C)Cl)C (2-Chloro-6-(4-{[(4-chloro-3,5-dimethyl-1H-pyrrol-2-yl)carbonyl]amino}piperidin-1-yl)isonicotinamide). Reaction SMILES: Cl.[NH2:2][CH:3]1[CH2:8][CH2:7][N:6]([C:9]2[CH:10]=[C:11]([CH:15]=[C:16]([Cl:18])[N:17]=2)[C:12]([NH2:14])=[O:13])[CH2:5][CH2:4]1.[Cl:19][C:20]1[C:21]([CH3:29])=[C:22]([C:26](O)=[O:27])[NH:23][C:24]=1[CH3:25]>>[Cl:18][C:16]1[CH:15]=[C:11]([CH:10]=[C:9]([N:6]2[CH2:5][CH2:4][CH:3]([NH:2][C:26]([C:22]3[NH:23][C:24]([CH3:25])=[C:20]([Cl:19])[C:21]=3[CH3:29])=[O:27])[CH2:8][CH2:7]2)[N:17]=1)[C:12]([NH2:14])=[O:13] |f:0.1|. Procedure: Title compound was synthesized by an analogous method to Example 18 by coupling 2-(4-aminopiperidin-1-yl)-6-chloroisonicotinamide hydrochloride (Intermediate 70) with 4-chloro-3,5-dimethyl-1H-pyrrole-2-carboxylic acid (Intermediate 75). The reactants are CCN(C(C)C)C(C)C, COC(=O)C1CNCC1c1ccc(F)cc1F, CCI, C1CCOC1. The product is CCN1CC(C(=O)OC)C(c2ccc(F)cc2F)C1. As a reaction SMILES: [CH:21]([N:22]([CH2:23][CH3:24])[CH:25]([CH3:26])[CH3:27])([CH3:28])[CH3:29].[F:1][c:2]1[c:3]([CH:9]2[CH:10]([C:14](=[O:15])[O:16][CH3:17])[CH2:11][NH:12][CH2:13]2)[cH:4][cH:5][c:6]([F:8])[cH:7]1.[I:18][CH2:19][CH3:20].[O:30]1[CH2:31][CH2:32][CH2:33][CH2:34]1>>[F:1][c:2]1[c:3]([CH:9]2[CH:10]([C:14](=[O:15])[O:16][CH3:17])[CH2:11][N:12]([CH2:19][CH3:20])[CH2:13]2)[cH:4][cH:5][c:6]([F:8])[cH:7]1.